Dataset: the Open Reaction Database (ORD), a public repository of structured organic reaction records. Task: describe an organic reaction: reactants, conditions, products, and yield Starting materials: CSc1ccc(Nc2c(C(=O)NOCC3COC(C)(C)O3)cc3ccncn23)c(F)c1, CC#N, CO, CCOC(C)=O, Cl, C1COCCO1. Product: CSc1ccc(Nc2c(C(=O)NOCC(O)CO)cc3ccncn23)c(F)c1. Reaction SMILES: [CH3:1][C:2]1([CH3:31])[O:3][CH2:4][CH:5]([CH2:7][O:8][NH:9][C:10](=[O:11])[c:12]2[cH:13][c:14]3[n:15]([cH:16][n:17][cH:18][cH:19]3)[c:20]2[NH:21][c:22]2[c:23]([F:30])[cH:24][c:25]([S:28][CH3:29])[cH:26][cH:27]2)[O:6]1.[CH3:39][C:40]#[N:41].[CH3:42][OH:43].[CH3:44][CH2:45][O:46][C:47](=[O:48])[CH3:49].[ClH:32].[O:33]1[CH2:34][CH2:35][O:36][CH2:37][CH2:38]1>>[OH:3][CH2:4][CH:5]([OH:6])[CH2:7][O:8][NH:9][C:10](=[O:11])[c:12]1[cH:13][c:14]2[n:15]([cH:16][n:17][cH:18][cH:19]2)[c:20]1[NH:21][c:22]1[c:23]([F:30])[cH:24][c:25]([S:28][CH3:29])[cH:26][cH:27]1. The reactants are FC1=C(CC=2C=C(C(=O)OC)C=CN2)C=C(C=C1)F (methyl 2-(2,5-difluorobenzyl)isonicotinate). The reagents and catalysts are O=[Pt]=O (PtO2), [Pt](=O)=O (platinum(IV) oxide). Solvent: C(C)(=O)O (acetic acid). Reaction conditions: time 5 hour. The product is FC1=C(CC2NCCC(C2)C(=O)OC)C=C(C=C1)F (methyl 2-(2,5-difluorobenzyl)piperidine-4-carboxylate). Yield: 95.6%. Reaction SMILES: [F:1][C:2]1[CH:18]=[CH:17][C:16]([F:19])=[CH:15][C:3]=1[CH2:4][C:5]1[CH:6]=[C:7]([CH:12]=[CH:13][N:14]=1)[C:8]([O:10][CH3:11])=[O:9]>C(O)(=O)C.[Pt](=O)=O>[F:1][C:2]1[CH:18]=[CH:17][C:16]([F:19])=[CH:15][C:3]=1[CH2:4][CH:5]1[CH2:6][CH:7]([C:8]([O:10][CH3:11])=[O:9])[CH2:12][CH2:13][NH:14]1. Reported procedure: A mixture of methyl 2-(2,5-difluorobenzyl)isonicotinate (6.8 g, 25.83 mmol) and platinum(IV) oxide (0.293 g, 1.29 mmol) in acetic acid (68 mL) was hydrogenated in a Büchi hydrogenator at room temperature and 5 bar for 5 h. More PtO2 (190 mg) was added and the hydrogenation continued at room temperature and 5 bar for additional 80 min. The reaction mixture was filtered through Celite and the catalyst was washed with methanol. The filtrate was concentrated, the residue was dissolved in DCM, washed... Reactants: C(C)OC(C(=O)OCC)OCC (ethyl diethoxyacetate), [OH-].[NH4+] (ammonium hydroxide). Run in C(Cl)Cl (CH2Cl2). Conditions: time 3 hour. Yields the product C(C)OC(C(=O)N)OCC (diethoxyacetamide). Isolated yield 87.0%. RXN SMILES: [CH2:1]([O:3][CH:4]([O:10][CH2:11][CH3:12])[C:5](OCC)=[O:6])[CH3:2].[OH-].[NH4+:14]>C(Cl)Cl>[CH2:1]([O:3][CH:4]([O:10][CH2:11][CH3:12])[C:5]([NH2:14])=[O:6])[CH3:2] |f:1.2|. Procedure details: A mixture of 24.85 g of ethyl diethoxyacetate and 140 ml of concentrated ammonium hydroxide was stirred for 3 hours. The ammonia and H2O were evaporated under reduced pressure on a water bath at 50°-60° leaving a wet solid. The wet solid was dried in a vacuum oven at 53° for 18 hours giving a dark pink solid. The solid was dissolved in CH2Cl2. The solution was filtered to remove a small amount of red insoluble material. The filtrate was concentrated and Skellysolve B was added. Cooling gave 18.0... The product is COC(=O)C(N)Cc1cccc(C)n1. The reactants are COC(=O)C(Cc1cccc(C)n1)NC(=O)OCc1ccccc1, CCO. RXN SMILES: [CH2:1]([O:2][C:3](=[O:4])[NH:11][CH:12]([CH2:13][c:14]1[n:15][c:16]([CH3:20])[cH:17][cH:18][cH:19]1)[C:21](=[O:22])[O:23][CH3:24])[c:5]1[cH:6][cH:7][cH:8][cH:9][cH:10]1.[CH3:25][CH2:26][OH:27]>>[NH2:11][CH:12]([CH2:13][c:14]1[n:15][c:16]([CH3:20])[cH:17][cH:18][cH:19]1)[C:21](=[O:22])[O:23][CH3:24]. Product: COc1ccc(C(OCC2OC(n3cnc4c(NC(=O)c5ccccc5)ncnc43)([SiH](c3ccccc3)c3ccccc3)C(OCCCCCNC(=O)OCCC#N)C2(O)C(C)(C)C)(c2ccccc2)c2ccc(OC)cc2)cc1. RXN SMILES: [C:1](#[N:2])[CH2:3][CH2:4][O:5][C:6](=[O:7])[NH:8][CH2:9][CH2:10][CH2:11][CH2:12][CH2:13][O:14][CH:15]1[C:16]([n:50]2[cH:51][n:52][c:53]3[c:54]([NH2:55])[n:56][cH:57][n:58][c:59]23)([SiH:60]([c:61]2[cH:62][cH:63][cH:64][cH:65][cH:66]2)[c:67]2[cH:68][cH:69][cH:70][cH:71][cH:72]2)[O:17][CH:18]([CH2:25][O:26][C:27]([c:28]2[cH:29][cH:30][c:31]([O:34][CH3:35])[cH:32][cH:33]2)([c:36]2[cH:37][cH:38][c:39]([O:42][CH3:43])[cH:40][cH:41]2)[c:44]2[cH:45][cH:46][cH:47][cH:48][cH:49]2)[C:19]1([OH:20])[C:21]([CH3:22])([CH3:23])[CH3:24].[C:73]([c:74]1[cH:75][cH:76][cH:77][cH:78][cH:79]1)(=[O:80])[c:81]1[nH:82][n:83][n:84][n:85]1.[CH3:86][CH2:87][O:88][C:89]([CH3:90])=[O:91]>>[C:1](#[N:2])[CH2:3][CH2:4][O:5][C:6](=[O:7])[NH:8][CH2:9][CH2:10][CH2:11][CH2:12][CH2:13][O:14][CH:15]1[C:16]([n:50]2[cH:51][n:52][c:53]3[c:54]([NH:55][C:73]([c:74]4[cH:75][cH:76][cH:77][cH:78][cH:79]4)=[O:80])[n:56][cH:57][n:58][c:59]23)([SiH:60]([c:61]2[cH:62][cH:63][cH:64][cH:65][cH:66]2)[c:67]2[cH:68][cH:69][cH:70][cH:71][cH:72]2)[O:17][CH:18]([CH2:25][O:26][C:27]([c:28]2[cH:29][cH:30][c:31]([O:34][CH3:35])[cH:32][cH:33]2)([c:36]2[cH:37][cH:38][c:39]([O:42][CH3:43])[cH:40][cH:41]2)[c:44]2[cH:45][cH:46][cH:47][cH:48][cH:49]2)[C:19]1([OH:20])[C:21]([CH3:22])([CH3:23])[CH3:24]. Reactants: COc1ccc(C(OCC2OC(n3cnc4c(N)ncnc43)([SiH](c3ccccc3)c3ccccc3)C(OCCCCCNC(=O)OCCC#N)C2(O)C(C)(C)C)(c2ccccc2)c2ccc(OC)cc2)cc1, O=C(c1ccccc1)c1nnn[nH]1, CCOC(C)=O. Reactants: COc1cc2c(-c3cc4c(C=O)ccnc4n3S(=O)(=O)c3ccc(C)cc3)cn(C)c2cc1OC, Nc1ccc(N2CCCCC2)cc1. The product is COc1cc2c(-c3cc4c(CNc5ccc(N6CCCCC6)cc5)ccnc4n3S(=O)(=O)c3ccc(C)cc3)cn(C)c2cc1OC. As a reaction SMILES: [CH3:1][O:2][c:3]1[cH:4][c:5]2[c:6](-[c:15]3[cH:16][c:17]4[c:18]([n:19][cH:20][cH:21][c:22]4[CH:23]=[O:24])[n:25]3[S:26](=[O:27])(=[O:28])[c:29]3[cH:30][cH:31][c:32]([CH3:35])[cH:33][cH:34]3)[cH:7][n:8]([CH3:14])[c:9]2[cH:10][c:11]1[O:12][CH3:13].[N:36]1([c:42]2[cH:43][cH:44][c:45]([NH2:48])[cH:46][cH:47]2)[CH2:37][CH2:38][CH2:39][CH2:40][CH2:41]1>>[CH3:1][O:2][c:3]1[cH:4][c:5]2[c:6](-[c:15]3[cH:16][c:17]4[c:18]([n:19][cH:20][cH:21][c:22]4[CH2:23][NH:48][c:45]4[cH:44][cH:43][c:42]([N:36]5[CH2:37][CH2:38][CH2:39][CH2:40][CH2:41]5)[cH:47][cH:46]4)[n:25]3[S:26](=[O:27])(=[O:28])[c:29]3[cH:30][cH:31][c:32]([CH3:35])[cH:33][cH:34]3)[cH:7][n:8]([CH3:14])[c:9]2[cH:10][c:11]1[O:12][CH3:13]. The reactants are CC(=O)O (AcOH), FC(C1=CC=C(C=C1)C1=CC(=CC=C1)C(C)O)(F)F (1-[4′-(trifluoromethyl)-3-biphenylyl]ethanol), ClS(=O)(=O)C1=CC(=C(OCC(=O)OCC)C=C1)C (ethyl [4-(chlorosulfonyl)-2-methylphenoxy]acetate), Cl[Si](C)(C)Cl (dichlorodimethylsilane). The reagents and catalysts are [Zn] (Zinc). Solvent: CCOC(=O)C (EtOAc), CCOC(=O)C (EtOAc). Reaction conditions: temperature 80 celsius, time 2 hour. Product: CC1=C(C=CC(=C1)SC(C)C=1C=C(C=CC1)C1=CC=C(C=C1)C(F)(F)F)OCC(=O)OCC (Ethyl {[2-methyl-4-({1-[4′-(trifluoromethyl)-3-biphenylyl]ethyl}thio)phenyl]oxy}acetate). The yield is 50.2%. As a reaction SMILES: CC(O)=O.Cl[S:6]([C:9]1[CH:21]=[CH:20][C:12]([O:13][CH2:14][C:15]([O:17][CH2:18][CH3:19])=[O:16])=[C:11]([CH3:22])[CH:10]=1)(=O)=O.Cl[Si](Cl)(C)C.[F:28][C:29]([F:46])([F:45])[C:30]1[CH:35]=[CH:34][C:33]([C:36]2[CH:41]=[CH:40][CH:39]=[C:38]([CH:42](O)[CH3:43])[CH:37]=2)=[CH:32][CH:31]=1>CCOC(C)=O.[Zn]>[CH3:22][C:11]1[CH:10]=[C:9]([S:6][CH:42]([C:38]2[CH:37]=[C:36]([C:33]3[CH:34]=[CH:35][C:30]([C:29]([F:28])([F:45])[F:46])=[CH:31][CH:32]=3)[CH:41]=[CH:40][CH:39]=2)[CH3:43])[CH:21]=[CH:20][C:12]=1[O:13][CH2:14][C:15]([O:17][CH2:18][CH3:19])=[O:16]. Procedure: Zinc (229 mg, 3.50 mmol) was added to EtOAc (10 mL) followed by AcOH (115 μM, 2.00 mmol) and ethyl [4-(chlorosulfonyl)-2-methylphenoxy]acetate (293 mg, 1.00 mmol). After 2 hours, dichlorodimethylsilane (258 mg, 2.00 mmol) was added followed by 1-[4′-(trifluoromethyl)-3-biphenylyl]ethanol (266 mg, 1.00 mmol) and the mixture stirred for a further 1 hour and then heated at 80° C. for 5 hours. The mixture was then cooled, diluted with EtOAc and washed with saturated aqueous NaHCO3, saturated aqueous...